This data is from the Open Reaction Database (ORD), a public repository of structured organic reaction records. The task is: describe an organic reaction: reactants, conditions, products, and yield The reactants are NN1C(C2=CC=CC=C2C(=N1)S(=O)(=O)C1=CC=CC=C1)=O (2-amino-4-(phenylsulfonyl)phthalazin-1(2H)-one), ClC=1C=C(C=CC1)CC(=O)O (2-(3-chlorophenyl)acetic acid). Product: ClC=1C=C(C=CC1)CC(=O)NN1C(C2=CC=CC=C2C(=N1)S(=O)(=O)C1=CC=CC=C1)=O (2-(3-chlorophenyl)-N-[1-oxo-4-(phenylsulfonyl)phthalazin-2(1H)-yl]acetamide). RXN SMILES: [NH2:1][N:2]1[N:11]=[C:10]([S:12]([C:15]2[CH:20]=[CH:19][CH:18]=[CH:17][CH:16]=2)(=[O:14])=[O:13])[C:9]2[C:4](=[CH:5][CH:6]=[CH:7][CH:8]=2)[C:3]1=[O:21].[Cl:22][C:23]1[CH:24]=[C:25]([CH2:29][C:30](O)=[O:31])[CH:26]=[CH:27][CH:28]=1>>[Cl:22][C:23]1[CH:24]=[C:25]([CH2:29][C:30]([NH:1][N:2]2[N:11]=[C:10]([S:12]([C:15]3[CH:16]=[CH:17][CH:18]=[CH:19][CH:20]=3)(=[O:14])=[O:13])[C:9]3[C:4](=[CH:5][CH:6]=[CH:7][CH:8]=3)[C:3]2=[O:21])=[O:31])[CH:26]=[CH:27][CH:28]=1. Reported procedure: The product from Example 68B and 2-(3-chlorophenyl)acetic acid were processed using a method similar to that described in Example 10C to afford the title compound. 1H NMR (400 MHz, DMSO-d6) δ ppm 11.87-11.90 (m, 1H), 8.56 (d, J=8.1 Hz, 1H), 8.38 (dd, J=7.9, 1.3 Hz, 1H), 8.09-8.14 (m, 1H), 7.99-8.03 (m, 3H), 7.78-7.83 (m, 1H), 7.66-7.70 (m, 2H), 7.34-7.41 (m, 3H), 7.24-7.27 (m, 1H), 3.71 (s, 2H); MS (APCI+) M/Z 454 (M+H)+. Starting materials: ( 5 ), ClC(CC(CN1N=CN=C1)(O)C1=CC=C(C=C1)Cl)(Cl)Cl (4,4,4-trichloro-2-(4-chlorophenyl)-2-hydroxy-(1,2,4-(1H)-triazolyl)butane), C(C)(=O)OC(C)=O (acetic anhydride). The reagents and catalysts are CN(C1=CC=NC=C1)C (4-dimethylaminopyridine). Run in C1=CC=CC=C1 (benzene), C1=CC=CC=C1 (benzene). Reaction conditions: time 30 hour. Yields the product C(C)(=O)OC(CC(Cl)(Cl)Cl)(CN1N=CN=C1)C1=CC=C(C=C1)Cl (3-Acetoxy-1,1,1-trichloro-3-(4-chlorophenyl)-4-(1,2,4-(1H)-triazolyl)butane). As a reaction SMILES: [Cl:1][C:2]([Cl:20])([Cl:19])[CH2:3][C:4]([C:12]1[CH:17]=[CH:16][C:15]([Cl:18])=[CH:14][CH:13]=1)([OH:11])[CH2:5][N:6]1[CH:10]=[N:9][CH:8]=[N:7]1.[C:21](OC(=O)C)(=[O:23])[CH3:22]>C1C=CC=CC=1.CN(C)C1C=CN=CC=1>[C:21]([O:11][C:4]([C:12]1[CH:17]=[CH:16][C:15]([Cl:18])=[CH:14][CH:13]=1)([CH2:5][N:6]1[CH:10]=[N:9][CH:8]=[N:7]1)[CH2:3][C:2]([Cl:19])([Cl:1])[Cl:20])(=[O:23])[CH3:22]. Reported procedure: Five (5) g (0.0141 mol) of 4,4,4-trichloro-2-(4-chlorophenyl)-2-hydroxy-(1,2,4-(1H)-triazolyl)butane (prepared as in Example I) was slurried in 75 mls of benzene, 4.31 g (0.0422 mol) of acetic anhydride and 2.6 g (0.0211 mol) of 4-dimethylaminopyridine. This mixture was stirred at room temperature for 30 hours and then diluted with 75 mls of benzene. The mixture was washed thrice with 100 mL portions of water. Evaporation of the solvent under reduced pressure and purification of the residue by p...